Dataset: the Open Reaction Database (ORD), a public repository of structured organic reaction records. Task: describe an organic reaction: reactants, conditions, products, and yield The reactants are C(CCCCCCC)C1CC2=CC=C(C=C2C1)B(O)O (2-octylindan-5-boronic acid), O(S(=O)(=O)C(F)(F)F)C1=C(C=C(C=C1)C1=NC=C(C=N1)CCCCCCCCCC)F (2-fluoro-4-(5-decylpyrimidine-2-yl)phenyl triflate), C(C)O (ethanol), C([O-])([O-])=O.[Na+].[Na+] (sodium carbonate). The reagents and catalysts are [Pd].C1(=CC=CC=C1)P(C1=CC=CC=C1)C1=CC=CC=C1.C1(=CC=CC=C1)P(C1=CC=CC=C1)C1=CC=CC=C1.C1(=CC=CC=C1)P(C1=CC=CC=C1)C1=CC=CC=C1.C1(=CC=CC=C1)P(C1=CC=CC=C1)C1=CC=CC=C1 (tetrakis (triphenylphosphine) palladium (0)). Run in C1(=CC=CC=C1)C (toluene), O (water), C1(=CC=CC=C1)C (toluene). Product: C(CCCCCCC)C1CC2=CC=C(C=C2C1)C1=C(C=C(C=C1)C1=NC=C(C=N1)CCCCCCCCCC)F (2-octyl-5-[2-fluoro-4-(5-decylpyrimidine-2-yl)phenyl]indan). Yield: 86.3%. Reaction SMILES: [CH2:1]([CH:9]1[CH2:17][C:16]2[C:11](=[CH:12][CH:13]=[C:14](B(O)O)[CH:15]=2)[CH2:10]1)[CH2:2][CH2:3][CH2:4][CH2:5][CH2:6][CH2:7][CH3:8].O([C:29]1[CH:34]=[CH:33][C:32]([C:35]2[N:40]=[CH:39][C:38]([CH2:41][CH2:42][CH2:43][CH2:44][CH2:45][CH2:46][CH2:47][CH2:48][CH2:49][CH3:50])=[CH:37][N:36]=2)=[CH:31][C:30]=1[F:51])S(C(F)(F)F)(=O)=O.C(O)C.C(=O)([O-])[O-].[Na+].[Na+]>[Pd].C1(P(C2C=CC=CC=2)C2C=CC=CC=2)C=CC=CC=1.C1(P(C2C=CC=CC=2)C2C=CC=CC=2)C=CC=CC=1.C1(P(C2C=CC=CC=2)C2C=CC=CC=2)C=CC=CC=1.C1(P(C2C=CC=CC=2)C2C=CC=CC=2)C=CC=CC=1.C1(C)C=CC=CC=1.O>[CH2:1]([CH:9]1[CH2:17][C:16]2[C:11](=[CH:12][CH:13]=[C:14]([C:29]3[CH:34]=[CH:33][C:32]([C:35]4[N:40]=[CH:39][C:38]([CH2:41][CH2:42][CH2:43][CH2:44][CH2:45][CH2:46][CH2:47][CH2:48][CH2:49][CH3:50])=[CH:37][N:36]=4)=[CH:31][C:30]=3[F:51])[CH:15]=2)[CH2:10]1)[CH2:2][CH2:3][CH2:4][CH2:5][CH2:6][CH2:7][CH3:8] |f:3.4.5,6.7.8.9.10|. Procedure details: 0.53 g (1.93 mM of 2-octylindan-5-boronic acid, 0.80 g (1.73 mM) of 2-fluoro-4-(5-decylpyrimidine-2-yl)phenyl triflate, 1.5 ml of ethanol, 2.7 ml of toluene, 2.7 ml of 2M-sodium carbonate aqueous solution and 0.09 g of tetrakis (triphenylphosphine) palladium (0) were mixed and heat-refluxed for 130 minutes under stirring. After the reaction, the reaction mixture, water and toluene were added to followed by filtration under reduced pressure. The toluene layer was washed with a common salt aqueous... Reactants: C(C)(C)(C)OC(NC=1COC[C@@](N1)(C(F)F)C1=C(C=CC(=C1)N)F)=O ([(R)-5-(5-Amino-2-fluoro-phenyl)-5-difluoromethyl-5,6-dihydro-2H-[1,4]oxazin-3-yl]carbamic acid tert-butyl ester), BrC=1C=NC2=C(N=CC=C2C1)Cl (3-bromo-8-chloro-[1,7]naphthyridine), C(=O)(O)[O-].[Na+] (NaHCO3). The solvent is C(C)(C)(C)O (tert-Butanol), Cl (HCl), solution, O1CCOCC1 (dioxane). Run at temperature 100 celsius, time 10 minute. Yields the product NC1=N[C@](COC1)(C(F)F)C=1C=C(C=CC1F)NC=1N=CC=C2C=C(C=NC12)Br ([3-((R)-5-Amino-3-difluoromethyl-3,6-dihydro-2H-[1,4]oxazin-3-yl)-4-fluoro-phenyl]-(3-bromo-[1,7]naphthyridin-8-yl)-amine). Reaction SMILES: C(OC(=O)[NH:7][C:8]1[CH2:9][O:10][CH2:11][C@:12]([C:17]2[CH:22]=[C:21]([NH2:23])[CH:20]=[CH:19][C:18]=2[F:24])([CH:14]([F:16])[F:15])[N:13]=1)(C)(C)C.[Br:26][C:27]1[CH:28]=[N:29][C:30]2[C:35]([CH:36]=1)=[CH:34][CH:33]=[N:32][C:31]=2Cl.C([O-])(O)=O.[Na+]>C(O)(C)(C)C.Cl.O1CCOCC1>[NH2:7][C:8]1[CH2:9][O:10][CH2:11][C@:12]([C:17]2[CH:22]=[C:21]([NH:23][C:31]3[N:32]=[CH:33][CH:34]=[C:35]4[C:30]=3[N:29]=[CH:28][C:27]([Br:26])=[CH:36]4)[CH:20]=[CH:19][C:18]=2[F:24])([CH:14]([F:15])[F:16])[N:13]=1 |f:2.3|. Procedure: [(R)-5-(5-Amino-2-fluoro-phenyl)-5-difluoromethyl-5,6-dihydro-2H-[1,4]oxazin-3-yl]carbamic acid tert-butyl ester (CAS registry 1262859-09-5) (250 mg, 0.696 mmol) and 3-bromo-8-chloro-[1,7]naphthyridine [Heteroaryl 1] (186 mg, 0.765 mmol) were dissolved in tert-Butanol (4 ml) in a microwave vial and HCl (0.174 ml of a 4M solution in dioxane) was added. The vial was sealed and heated to 100° C. for 1 h. The reaction mixture was cooled to rt and added to a saturated NaHCO3 solution (20 ml) and stir... Reactants: CCc1cc(CCC2(C3CCCC3)CC(O)=C(Cc3nc4nc(C)cc(C)n4n3)C(=O)O2)ccc1OCCNC(=O)OC(C)(C)C, Cl, C1COCCO1. The product is CCc1cc(CCC2(C3CCCC3)CC(O)=C(Cc3nc4nc(C)cc(C)n4n3)C(=O)O2)ccc1OCCN. Reaction SMILES: [CH:1]1([C:6]2([CH2:26][CH2:27][c:28]3[cH:29][c:30]([CH2:45][CH3:46])[c:31]([O:32][CH2:33][CH2:34][NH:35][C:36](=[O:37])[O:38][C:39]([CH3:40])([CH3:41])[CH3:42])[cH:43][cH:44]3)[O:7][C:8](=[O:25])[C:9]([CH2:13][c:14]3[n:15][n:16]4[c:17]([n:18][c:19]([CH3:23])[cH:20][c:21]4[CH3:22])[n:24]3)=[C:10]([OH:12])[CH2:11]2)[CH2:2][CH2:3][CH2:4][CH2:5]1.[ClH:47].[O:48]1[CH2:49][CH2:50][O:51][CH2:52][CH2:53]1>>[CH:1]1([C:6]2([CH2:26][CH2:27][c:28]3[cH:29][c:30]([CH2:45][CH3:46])[c:31]([O:32][CH2:33][CH2:34][NH2:35])[cH:43][cH:44]3)[O:7][C:8](=[O:25])[C:9]([CH2:13][c:14]3[n:15][n:16]4[c:17]([n:18][c:19]([CH3:23])[cH:20][c:21]4[CH3:22])[n:24]3)=[C:10]([OH:12])[CH2:11]2)[CH2:2][CH2:3][CH2:4][CH2:5]1.